This data is from the Open Reaction Database (ORD), a public repository of structured organic reaction records. The task is: describe an organic reaction: reactants, conditions, products, and yield Yield: 52.2%. The reactants are C1(=CC=CC=C1)[Li] (phenyllithium), [Br-].C(C1=CC=CC=C1)OCCC[P+](C1=CC=CC=C1)(C1=CC=CC=C1)C1=CC=CC=C1 ((3-benzyloxypropyl)triphenylphosphonium bromide), C(C)OC(=O)C1=C(N=C(S1)N1C=NC2=C1C=C(C=C2)C=O)C2=CC(=CC=C2)Cl (4-(3-chloro-phenyl)-2-(6-formyl-benzoimidazol-1-yl)-thiazole-5-carboxylic acid ethyl ester). The product is C(C)OC(=O)C1=C(N=C(S1)N1C=NC2=C1C=C(C=C2)C=CCCOCC2=CC=CC=C2)C2=CC(=CC=C2)Cl (2-[6-(-benzyloxy-but-1-enyl)-benzoimidazol-1-yl]-4-(3-chloro-phenyl)-thiazole-5-carboxylic acid ethyl ester). Conditions: time 10 minute. Solvent: O1CCCC1 (tetrahydrofuran). Procedure details: To a suspension of 0.983 g (2 mmole) of (3-benzyloxypropyl)triphenylphosphonium bromide and 20 mL of tetrahydrofuran at −78 degrees was added 1.33 mL (2.4 mmole) of 1.8 M phenyllithium solution. The mixture was stirred for 10 minutes and then 0.823 g (2 mmole) of 4-(3-chloro-phenyl)-2-(6-formyl-benzoimidazol-1-yl)-thiazole-5-carboxylic acid ethyl ester (I.41a) was added. The reaction was allowed to warm up to room temperature, stirred for 2 hours and then quenched by the addition of 10 mL of sat... RXN SMILES: [Br-].[CH2:2]([O:9][CH2:10][CH2:11][CH2:12][P+](C1C=CC=CC=1)(C1C=CC=CC=1)C1C=CC=CC=1)[C:3]1[CH:8]=[CH:7][CH:6]=[CH:5][CH:4]=1.C1([Li])C=CC=CC=1.[CH2:39]([O:41][C:42]([C:44]1[S:48][C:47]([N:49]2[C:53]3[CH:54]=[C:55]([CH:58]=O)[CH:56]=[CH:57][C:52]=3[N:51]=[CH:50]2)=[N:46][C:45]=1[C:60]1[CH:65]=[CH:64][CH:63]=[C:62]([Cl:66])[CH:61]=1)=[O:43])[CH3:40]>O1CCCC1>[CH2:39]([O:41][C:42]([C:44]1[S:48][C:47]([N:49]2[C:53]3[CH:54]=[C:55]([CH:58]=[CH:12][CH2:11][CH2:10][O:9][CH2:2][C:3]4[CH:4]=[CH:5][CH:6]=[CH:7][CH:8]=4)[CH:56]=[CH:57][C:52]=3[N:51]=[CH:50]2)=[N:46][C:45]=1[C:60]1[CH:65]=[CH:64][CH:63]=[C:62]([Cl:66])[CH:61]=1)=[O:43])[CH3:40] |f:0.1|. Reactants: O=C1CCCC=2N=C(SC21)NC(=O)NCC (1-(7-Oxo-4,5,6,7-tetrahydro-2-benzothiazolyl)-3-ethyl-urea), Br (HBr), BrBr (Br2). Solvent: CC(=O)O (AcOH), CC(=O)O (AcOH). Run at temperature 45 celsius. Product: BrC1(C(C2=C(N=C(S2)NC(=O)NCC)CC1)=O)Br (1-(6,6-Dibromo-7-oxo-4,5,6,7-tetrahydro-2-benzothiazolyl)-3-ethyl-urea). Isolated yield 937.5%. RXN SMILES: [O:1]=[C:2]1[C:10]2[S:9][C:8]([NH:11][C:12]([NH:14][CH2:15][CH3:16])=[O:13])=[N:7][C:6]=2[CH2:5][CH2:4][CH2:3]1.[BrH:17].[Br:18]Br>CC(O)=O>[Br:17][C:3]1([Br:18])[CH2:4][CH2:5][C:6]2[N:7]=[C:8]([NH:11][C:12]([NH:14][CH2:15][CH3:16])=[O:13])[S:9][C:10]=2[C:2]1=[O:1]. Procedure details: A solution of 1-(7-oxo-4,5,6,7-tetrahydro-2-benzothiazolyl)-3-ethyl-urea 4 (5.00 g, 20.9 mmol), 48% HBr (aq) (1.20 mL, 2.09 mmol, 0.1 eq) and AcOH (451 mL) was treated dropwise with a solution of Br2 (2.21 mL, 42.8 mmol, 2.05 eq) in AcOH (5 mL) with stirring. The reaction mixture was heated at about 45° C. with stirring for about 16 hours with a condensor on top of the reaction flask. An orange colored suspension was obtained. The solid was filtered off and washed with Et2O (20 mL), toluene (50 ... Reactants: 3,17-dihydroxy-4-androsten-19-ones, [H-].C(C)(C)(C)O[Al](OC(C)(C)C)OC(C)(C)C.[Li+] (lithium tri-t-butoxyaluminum hydride), 17-ketones, diether, OC[C@]12CCC(C=C1CC[C@H]1[C@@H]3CCC([C@@]3(C)CC[C@H]21)=O)=O (19-hydroxy-4-androstene-3,17-dione), β-alcohols. Product: C[C@@]12[C@H](CC[C@H]1[C@@H]1CCC3=C[C@H](CC[C@]3(CO)[C@H]1CC2)O)O (4-androstene-3β,17β,19-triol). Reaction SMILES: [OH:1][CH2:2][C@@:3]12[C@@H:20]3[C@H:11]([C@H:12]4[C@@:16]([CH2:18][CH2:19]3)([CH3:17])[C:15](=[O:21])[CH2:14][CH2:13]4)[CH2:10][CH2:9][C:8]1=[CH:7][C:6](=[O:22])[CH2:5][CH2:4]2.[H-].C(O[Al](OC(C)(C)C)OC(C)(C)C)(C)(C)C.[Li+]>>[CH3:17][C@:16]12[CH2:18][CH2:19][C@H:20]3[C@@H:11]([CH2:10][CH2:9][C:8]4[C@:3]3([CH2:2][OH:1])[CH2:4][CH2:5][C@H:6]([OH:22])[CH:7]=4)[C@@H:12]1[CH2:13][CH2:14][C@@H:15]2[OH:21] |f:1.2.3|. Procedure details: The 3,17-dihydroxy-4-androsten-19-ones and the diether derivatives are available from the corresponding 19-hydroxy-4-androstene-3,17-dione acylates. Reduction of these compounds with lithium tri-t-butoxyaluminum hydride reduces the 3 and 17-ketones to the β-alcohols without loss of the 19-acylate to furnish 4-androstene-3β,17β,19-triol 19-acylate. The reactants are Cc1cccc(O)c1, CCOC(C)=O, [K+], Nc1ccc2ccc(Cl)nc2n1, [OH-]. The product is Cc1cccc(Oc2ccc3ccc(N)nc3n2)c1. Reaction SMILES: [CH3:13][c:14]1[cH:15][cH:16][cH:17][c:18]([OH:19])[cH:20]1.[CH3:23][CH2:24][O:25][C:26](=[O:27])[CH3:28].[K+:22].[NH2:1][c:2]1[n:3][c:4]2[n:5][c:6]([Cl:12])[cH:7][cH:8][c:9]2[cH:10][cH:11]1.[OH-:21]>>[NH2:1][c:2]1[n:3][c:4]2[n:5][c:6]([O:19][c:18]3[cH:17][cH:16][cH:15][c:14]([CH3:13])[cH:20]3)[cH:7][cH:8][c:9]2[cH:10][cH:11]1. The reactants are O=C([O-])O, CCO, Cl, O=C(C1CCCCC1)N(Cc1cccc(OC2CCCCO2)c1)c1ccc(OCCN2CCCC2)cc1, [Na+]. The product is O=C(C1CCCCC1)N(Cc1cccc(O)c1)c1ccc(OCCN2CCCC2)cc1. RXN SMILES: [C:39](=[O:40])([OH:41])[O-:42].[CH3:44][CH2:45][OH:46].[ClH:38].[N:1]1([CH2:6][CH2:7][O:8][c:9]2[cH:10][cH:11][c:12]([N:15]([C:16](=[O:17])[CH:18]3[CH2:19][CH2:20][CH2:21][CH2:22][CH2:23]3)[CH2:24][c:25]3[cH:26][c:27]([O:31][CH:32]4[CH2:33][CH2:34][CH2:35][CH2:36][O:37]4)[cH:28][cH:29][cH:30]3)[cH:13][cH:14]2)[CH2:2][CH2:3][CH2:4][CH2:5]1.[Na+:43]>>[N:1]1([CH2:6][CH2:7][O:8][c:9]2[cH:10][cH:11][c:12]([N:15]([C:16](=[O:17])[CH:18]3[CH2:19][CH2:20][CH2:21][CH2:22][CH2:23]3)[CH2:24][c:25]3[cH:26][c:27]([OH:31])[cH:28][cH:29][cH:30]3)[cH:13][cH:14]2)[CH2:2][CH2:3][CH2:4][CH2:5]1. The reactants are C1(C=CC(CC1)C(=O)OC)C(=O)OC (dimethyl cyclohex-2-ene-1,4-dicarboxylate). Reagents/catalysts: [Pt] (platinum on carbon), [Pt] (platinum on carbon). Solvent: C1CCCCC1 (cyclohexane). Run at temperature 150 celsius. Yields the product C(C1=CC=C(C(=O)OC)C=C1)(=O)OC (dimethyl terephthalate). RXN SMILES: [CH:1]1([C:11]([O:13][CH3:14])=[O:12])[CH2:6][CH2:5][CH:4]([C:7]([O:9][CH3:10])=[O:8])[CH:3]=[CH:2]1>C1CCCCC1.[Pt]>[C:7]([O:9][CH3:10])(=[O:8])[C:4]1[CH:5]=[CH:6][C:1]([C:11]([O:13][CH3:14])=[O:12])=[CH:2][CH:3]=1. Procedure details: In a Parr pressure reactor, dimethyl cyclohex-2-ene-1,4-dicarboxylate (2.42 g, 12.2 mmol) is dissolved in cyclohexane (120 ml, 0.10 M) and a catalytic amount of platinum on carbon (476 mg, 5 percent Pt/C, 1 mole percent platinum) powder is added. The reactor is pressurized with air (240 psi (1.65 MPa) at 23° C. after saturation of the solution) and its contents are heated at a 150° C. set-point temperature for 3 days under rapid stirring (160 rpm). After opening the cooled Parr reactor, a suspen...